describe an organic reaction: reactants, conditions, products, and yield From a dataset of the Open Reaction Database (ORD), a public repository of structured organic reaction records. Starting materials: [Al+3], CC(=O)CCc1ccccc1, CC(C)=O, [Cl-], [Cl-], [Cl-], O=C(Cl)c1ccc(Cl)cc1, S=C=S. Yields the product CC(=O)CCc1ccc(C(=O)c2ccc(Cl)cc2)cc1. Reaction SMILES: [Al+3:2].[CH2:5]([c:6]1[cH:7][cH:8][cH:9][cH:10][cH:11]1)[CH2:12][C:13]([CH3:14])=[O:15].[CH3:26][C:27](=[O:28])[CH3:29].[Cl-:1].[Cl-:3].[Cl-:4].[Cl:16][c:17]1[cH:18][cH:19][c:20]([C:21](=[O:22])[Cl:23])[cH:24][cH:25]1.[S:30]=[C:31]=[S:32]>>[CH2:5]([c:6]1[cH:7][cH:8][c:9]([C:21]([c:20]2[cH:19][cH:18][c:17]([Cl:16])[cH:25][cH:24]2)=[O:22])[cH:10][cH:11]1)[CH2:12][C:13]([CH3:14])=[O:15]. Reaction conditions: temperature 20 celsius, time 8 hour. As a reaction SMILES: [CH:1]1([CH2:7][O:8][C:9]2[CH:10]=[C:11]([CH:15]=[CH:16][CH:17]=2)[C:12]([OH:14])=O)[CH2:6][CH2:5][CH2:4][CH2:3][CH2:2]1.C1C=CC2N(O)N=NC=2C=1.C(Cl)CCl.[NH2:32][CH:33]1[CH:40]2[CH2:41][C:36]3([CH2:43][OH:44])[CH2:37][CH:38]([CH2:42][CH:34]1[CH2:35]3)[CH2:39]2.CCN(C(C)C)C(C)C>CN(C=O)C>[CH:1]1([CH2:7][O:8][C:9]2[CH:10]=[C:11]([CH:15]=[CH:16][CH:17]=2)[C:12]([NH:32][CH:33]2[CH:34]3[CH2:42][CH:38]4[CH2:37][C:36]([CH2:43][OH:44])([CH2:41][CH:40]2[CH2:39]4)[CH2:35]3)=[O:14])[CH2:2][CH2:3][CH2:4][CH2:5][CH2:6]1. Yields the product C1(CCCCC1)COC=1C=C(C(=O)NC2C3CC4CC(CC2C4)(C3)CO)C=CC1 (3-Cyclohexylmethoxy-N-(5-hydroxymethyl-adamantan-2-yl)-benzamide). Isolated yield 71.5%. Starting materials: C1(CCCCC1)COC=1C=C(C(=O)O)C=CC1 (3-Cyclohexylmethoxy-benzoic acid), NC1C2CC3(CC(CC1C3)C2)CO (4-amino-1-hydroxymethyladamantane), CCN(C(C)C)C(C)C (DIPEA), C=1C=CC2=C(C1)N=NN2O (HOBT), C(CCl)Cl (EDC). Solvent: CN(C)C=O (DMF). Procedure: 3-Cyclohexylmethoxy-benzoic acid (300 mg, 1.3 mmol), HOBT (294 mg, 1.9 mmol), EDC (245 mg, 1.3 mmol), and 4-amino-1-hydroxymethyladamantane (232 mg, 1.28 mmol) were suspended in DMF (2.5 ml) before DIPEA (0.44 ml, 2.6 mmol) was added. The reaction mixture was stirred at 20° C. overnight. The reaction mixture was purified directly by Preparative HPLC to give 364 mg of the title compound as a mixture of two isomers. 1H NMR (400 MHz, CDCl3) δ: 7.29-7.34 (m, 2H), 7.21-7.26 (m, 1H), 6.98-7.04 (m, 1H)... The reactants are FC1=C(C=CC(=C1)S)C(C(=O)OC)C (methyl 2-(2-fluoro-4-mercaptophenyl)propionate), BrC1CCCC1 (bromocyclopentane), C([O-])([O-])=O.[K+].[K+] (potassium carbonate). Solvent: CN(C)C=O (DMF). Yields the product C1(CCCC1)SC1=CC(=C(C=C1)C(C(=O)O)C)F (2-[4-(cyclopentylthio)-2-fluoro-phenyl]propionic acid). Yield: 95.4%. As a reaction SMILES: [F:1][C:2]1[CH:7]=[C:6]([SH:8])[CH:5]=[CH:4][C:3]=1[CH:9]([CH3:14])[C:10]([O:12]C)=[O:11].Br[CH:16]1[CH2:20][CH2:19][CH2:18][CH2:17]1.C(=O)([O-])[O-].[K+].[K+]>CN(C=O)C>[CH:16]1([S:8][C:6]2[CH:5]=[CH:4][C:3]([CH:9]([CH3:14])[C:10]([OH:12])=[O:11])=[C:2]([F:1])[CH:7]=2)[CH2:20][CH2:19][CH2:18][CH2:17]1 |f:2.3.4|. Procedure: A solution of compound (9) (0.53 g, 2.5 mmol), bromocyclopentane (0.32 mL, 3.0 mmol), and potassium carbonate (1.2 g, 8.8 mmol) in dry DMF (5 mL) was treated in the same manner as in Example 7. The obtained residue was subjected to silica gel column chromatography and elution with an n-hexane/ethyl acetate (4:1) solution followed by conventional hydrolysis to give 0.64 g (90%) of compound (17) of interest as white solid. Reactants: CCOC(=O)Cc1ccc(Cl)nc1, CCC(O)(C=Cc1ccc(C(CC)(CC)c2cc(C)c(B3OC(C)(C)C(C)(C)O3)c(C)c2)cc1C)CC, CCOC(C)=O, CN(C)C=O, [K+], [K+], [K+], O=P([O-])([O-])[O-], c1ccc(P(c2ccccc2)(c2ccccc2)[Pd](P(c2ccccc2)(c2ccccc2)c2ccccc2)(P(c2ccccc2)(c2ccccc2)c2ccccc2)P(c2ccccc2)(c2ccccc2)c2ccccc2)cc1. Yields the product CCOC(=O)Cc1ccc(-c2c(C)cc(C(CC)(CC)c3ccc(C=CC(O)(CC)CC)c(C)c3)cc2C)nc1. RXN SMILES: [CH2:1]([CH3:2])[O:3][C:4]([CH2:5][c:6]1[cH:7][n:8][c:9]([Cl:12])[cH:10][cH:11]1)=[O:13].[CH3:22][c:23]1[cH:24][c:25]([C:39]([CH2:40][CH3:41])([CH2:42][CH3:43])[c:44]2[cH:45][c:46]([CH3:58])[c:47]([CH:50]=[CH:51][C:52]([CH2:53][CH3:54])([OH:55])[CH2:56][CH3:57])[cH:48][cH:49]2)[cH:26][c:27]([CH3:38])[c:28]1[B:29]1[O:30][C:31]([CH3:32])([CH3:33])[C:34]([CH3:35])([CH3:36])[O:37]1.[CH3:59][CH2:60][O:61][C:62](=[O:63])[CH3:64].[CH3:65][N:66]([CH3:67])[CH:68]=[O:69].[K+:19].[K+:20].[K+:21].[P:14]([O-:15])([O-:16])([O-:17])=[O:18].[cH:70]1[cH:71][cH:72][c:73]([P:74]([Pd:75]([P:76]([c:77]2[cH:78][cH:79][cH:80][cH:81][cH:82]2)([c:83]2[cH:84][cH:85][cH:86][cH:87][cH:88]2)[c:89]2[cH:90][cH:91][cH:92][cH:93][cH:94]2)([P:95]([c:96]2[cH:97][cH:98][cH:99][cH:100][cH:101]2)([c:102]2[cH:103][cH:104][cH:105][cH:106][cH:107]2)[c:108]2[cH:109][cH:110][cH:111][cH:112][cH:113]2)[P:114]([c:115]2[cH:116][cH:117][cH:118][cH:119][cH:120]2)([c:121]2[cH:122][cH:123][cH:124][cH:125][cH:126]2)[c:127]2[cH:128][cH:129][cH:130][cH:131][cH:132]2)([c:133]2[cH:134][cH:135][cH:136][cH:137][cH:138]2)[c:139]2[cH:140][cH:141][cH:142][cH:143][cH:144]2)[cH:145][cH:146]1>>[CH2:1]([CH3:2])[O:3][C:4]([CH2:5][c:6]1[cH:7][n:8][c:9](-[c:28]2[c:23]([CH3:22])[cH:24][c:25]([C:39]([CH2:40][CH3:41])([CH2:42][CH3:43])[c:44]3[cH:45][c:46]([CH3:58])[c:47]([CH:50]=[CH:51][C:52]([CH2:53][CH3:54])([OH:55])[CH2:56][CH3:57])[cH:48][cH:49]3)[cH:26][c:27]2[CH3:38])[cH:10][cH:11]1)=[O:13]. Run in C1CCOC1 (THF), C1CCOC1 (THF), ice water. The reactants are CC=1C=C(CNC=2C3=CC=CC=C3N=C3CCCC(C23)=O)C=CC1 (3,4-Dihydro-9-(3-methylbenzylamino)acridin-1(2H)-one), [H-].[Al+3].[Li+].[H-].[H-].[H-] (lithium aluminum hydride). Product: CC=1C=C(CNC=2C3=CC=CC=C3N=C3CCCC(C23)O)C=CC1 (9-(3-Methylbenzylamino)-1,2,3,4-tetrahydroacridin-1-ol). Reported procedure: 3,4-Dihydro-9-(3-methylbenzylamino)acridin-1(2H)-one (3.70 g) was dissolved in 100 ml of dry THF and chilled in ice-water. 1M lithium aluminum hydride in THF (7.0 ml) was added and the reaction stirred 30 minutes in the cold. The reaction mixture was quenched by the sequential addition of 0.5 ml of water, 0.5 ml of 15% sodium hydroxide and 1.5 ml of water. The inorganic salts were filtered from the reaction mixture and the organic phase was evaporated to an oil. Trituration with ether gave a sol... Reaction SMILES: [CH3:1][C:2]1[CH:3]=[C:4]([CH:22]=[CH:23][CH:24]=1)[CH2:5][NH:6][C:7]1[C:8]2[C:13]([N:14]=[C:15]3[C:20]=1[C:19](=[O:21])[CH2:18][CH2:17][CH2:16]3)=[CH:12][CH:11]=[CH:10][CH:9]=2.[H-].[Al+3].[Li+].[H-].[H-].[H-]>C1COCC1>[CH3:1][C:2]1[CH:3]=[C:4]([CH:22]=[CH:23][CH:24]=1)[CH2:5][NH:6][C:7]1[C:8]2[C:13]([N:14]=[C:15]3[C:20]=1[CH:19]([OH:21])[CH2:18][CH2:17][CH2:16]3)=[CH:12][CH:11]=[CH:10][CH:9]=2 |f:1.2.3.4.5.6|. Conditions: time 30 minute. The reactants are CC#N, Cc1ccccc1, O=C(Cl)c1cccc(Cl)c1, N#C[Cu]. The product is N#CC(=O)c1cccc(Cl)c1. Reaction SMILES: [CH3:14][C:15]#[N:16].[CH3:17][c:18]1[cH:19][cH:20][cH:21][cH:22][cH:23]1.[Cl:1][c:2]1[cH:3][c:4]([C:5](=[O:6])[Cl:7])[cH:8][cH:9][cH:10]1.[Cu:11][C:12]#[N:13]>>[Cl:1][c:2]1[cH:3][c:4]([C:5](=[O:6])[C:12]#[N:13])[cH:8][cH:9][cH:10]1.